Dataset: the Open Reaction Database (ORD), a public repository of structured organic reaction records. Task: describe an organic reaction: reactants, conditions, products, and yield The reactants are O=C(Cl)Cl, Cn1c(=O)c(CNC2(C)CCN(Cc3ccccc3)C2)cc2ccccc21, C1CCCCC1, CCN(C(C)C)C(C)C, ClCCl. Yields the product Cn1c(=O)c(CN(C(=O)C2CCCCC2)C2(C)CCN(Cc3ccccc3)C2)cc2ccccc21. Reaction SMILES: [C:37](=[O:38])([Cl:39])[Cl:40].[CH2:1]([c:2]1[cH:3][cH:4][cH:5][cH:6][cH:7]1)[N:8]1[CH2:9][C:10]([CH3:13])([NH:14][CH2:15][c:16]2[c:17](=[O:27])[n:18]([CH3:26])[c:19]3[cH:20][cH:21][cH:22][cH:23][c:24]3[cH:25]2)[CH2:11][CH2:12]1.[CH2:41]1[CH2:42][CH2:43][CH2:44][CH2:45][CH2:46]1.[CH:28]([N:29]([CH2:30][CH3:31])[CH:32]([CH3:33])[CH3:34])([CH3:35])[CH3:36].[Cl:47][CH2:48][Cl:49]>>[CH2:1]([c:2]1[cH:3][cH:4][cH:5][cH:6][cH:7]1)[N:8]1[CH2:9][C:10]([CH3:13])([N:14]([CH2:15][c:16]2[c:17](=[O:27])[n:18]([CH3:26])[c:19]3[cH:20][cH:21][cH:22][cH:23][c:24]3[cH:25]2)[C:37](=[O:38])[CH:41]2[CH2:42][CH2:43][CH2:44][CH2:45][CH2:46]2)[CH2:11][CH2:12]1. The reactants are FC1=C(C=C(C=C1)C(F)(F)F)NC(=O)NC1=CC=C(C=C1)C#CC(=O)N (3-{4-[({[2-fluoro-5-(trifluoromethyl)phenyl]amino}carbonyl)amino]phenyl}prop-2-ynamide), N1=CC=CC2=CC=CC=C12 (quinoline), [H][H] (hydrogen). Reagents/catalysts: [Pd].CC(=O)[O-].CC(=O)[O-].[Pb+2] (Lindlar catalyst), [Pd].CC(=O)[O-].CC(=O)[O-].[Pb+2] (Lindlar catalyst). The solvent is CCOC(=O)C (EtOAc). Run at time 1.75 hour. Product: FC1=C(C=C(C=C1)C(F)(F)F)NC(=O)NC1=CC=C(C=C1)\C=C/C(=O)N ((2Z)-3-{4-[({[2-fluoro-5-(trifluoromethyl)phenyl]amino}carbonyl)amino]phenyl}acrylamide). Isolated yield 85.0%. Reaction SMILES: [F:1][C:2]1[CH:7]=[CH:6][C:5]([C:8]([F:11])([F:10])[F:9])=[CH:4][C:3]=1[NH:12][C:13]([NH:15][C:16]1[CH:21]=[CH:20][C:19]([C:22]#[C:23][C:24]([NH2:26])=[O:25])=[CH:18][CH:17]=1)=[O:14].N1C2C(=CC=CC=2)C=CC=1.[H][H]>[Pd].CC([O-])=O.CC([O-])=O.[Pb+2].CCOC(C)=O>[F:1][C:2]1[CH:7]=[CH:6][C:5]([C:8]([F:11])([F:9])[F:10])=[CH:4][C:3]=1[NH:12][C:13]([NH:15][C:16]1[CH:21]=[CH:20][C:19](/[CH:22]=[CH:23]\[C:24]([NH2:26])=[O:25])=[CH:18][CH:17]=1)=[O:14] |f:3.4.5.6|. Procedure: A mixture of 3-{4-[({[2-fluoro-5-(trifluoromethyl)phenyl]amino}carbonyl)amino]phenyl}prop-2-ynamide (12.2 mg, 0.033 mmol), 0.005 mL quinoline, and 4 mg Lindlar catalyst in 1.5 mL EtOAc was reacted under a balloon of hydrogen. After 1.75 hours, an additional catalytic amount of Lindlar catalyst was added and the reaction continued for an additional 1 hour. The reaction mixture was partitioned between EtOAc and dilute aqueous HCl, the EtOAc layer washed with H2O, brine, dried with Na2SO4 and evapo... Starting materials: [CH3], COc1c(C)c[n+]([O-])c(C)c1C, CN(C)c1ccncc1, COc1c(C)cnc(CCl)c1C, Cl, c1cc(N2CCCC2)ccn1, N=C(N)Nc1ccncc1, [OH-]. Yields the product COc1c(C)cnc(CO)c1C. Reaction SMILES: [CH3:14].[CH3:15][c:16]1[c:17]([CH3:18])[c:19]([O:23][CH3:20])[c:21]([CH3:22])[cH:24][n+:25]1[O-:26].[CH3:49][N:50]([CH3:51])[c:52]1[cH:53][cH:54][n:55][cH:56][cH:57]1.[Cl:2][CH2:3][c:4]1[n:5][cH:6][c:7]([CH3:13])[c:8]([O:11][CH3:12])[c:9]1[CH3:10].[ClH:1].[N:37]1([c:38]2[cH:39][cH:40][n:41][cH:42][cH:43]2)[CH2:44][CH2:45][CH2:46][CH2:47]1.[NH:27]([c:28]1[cH:29][cH:30][n:31][cH:32][cH:33]1)[C:34]([NH2:35])=[NH:36].[OH-:48]>>[CH2:3]([c:4]1[n:5][cH:6][c:7]([CH3:13])[c:8]([O:11][CH3:12])[c:9]1[CH3:10])[OH:23].